This data is from the Open Reaction Database (ORD), a public repository of structured organic reaction records. The task is: describe an organic reaction: reactants, conditions, products, and yield Reactants: O=C(CC1CCCCC1)Nc1ccccc1, CC(=O)O, [O-][Cl+2]([O-])[O-], Cl, [Na+], [Na+], O, O=S([O-])O. Product: O=C(CC1CCCC(Cl)C1)Nc1ccccc1. As a reaction SMILES: [CH2:1]1[CH2:2][CH2:3][CH:4]([CH2:7][C:8](=[O:9])[NH:10][c:11]2[cH:12][cH:13][cH:14][cH:15][cH:16]2)[CH2:5][CH2:6]1.[CH3:28][C:29](=[O:30])[OH:31].[Cl+2:17]([O-:18])([O-:19])[O-:20].[ClH:27].[Na+:21].[Na+:26].[OH2:32].[S:22](=[O:23])([OH:24])[O-:25]>>[CH2:1]1[CH:2]([Cl:17])[CH2:3][CH:4]([CH2:7][C:8](=[O:9])[NH:10][c:11]2[cH:12][cH:13][cH:14][cH:15][cH:16]2)[CH2:5][CH2:6]1. Starting materials: NC1=CC=C2C(=N1)C(=CN2)C2CCN(CC2)C(C)C (5-amino-3-(1-isopropylpiperidin-4-yl)pyrrolo[3,2-b]pyridine), C(CC)(=O)Cl (propionyl chloride). Yields the product C(CC)(=O)NC1=CC=C2C(=N1)C(=CN2)C2CCN(CC2)C(C)C (5-(N-[propionyl]amino)-3-(1-isopropylpiperidin-4-yl)pyrrolo[3,2-b]pyridine). Yield: 636.1%. RXN SMILES: [NH2:1][C:2]1[N:7]=[C:6]2[C:8]([CH:11]3[CH2:16][CH2:15][N:14]([CH:17]([CH3:19])[CH3:18])[CH2:13][CH2:12]3)=[CH:9][NH:10][C:5]2=[CH:4][CH:3]=1.[C:20](Cl)(=[O:23])[CH2:21][CH3:22]>>[C:20]([NH:1][C:2]1[N:7]=[C:6]2[C:8]([CH:11]3[CH2:16][CH2:15][N:14]([CH:17]([CH3:19])[CH3:18])[CH2:13][CH2:12]3)=[CH:9][NH:10][C:5]2=[CH:4][CH:3]=1)(=[O:23])[CH2:21][CH3:22]. Procedure: Beginning with 0.10 gm (0.39 mMol) 5-amino-3-(1-isopropylpiperidin-4-yl)pyrrolo[3,2-b]pyridine and 0.040 mL (0.046 mMol) propionyl chloride, 0.092 gm (75%) of the title compound were prepared as an ivory foam essentially by the procedure described in Example 4. An analytical sample was crystallized from aqueous ethanol.